describe an organic reaction: reactants, conditions, products, and yield From a dataset of the Open Reaction Database (ORD), a public repository of structured organic reaction records. Starting materials: BrC=1C(=NC(=C(C(=O)N[C@H]2[C@@H](CCCC2)O)C1)C(F)(F)F)OCC(F)(F)F (5-bromo-N-((1R,2R)-2-hydroxy-cyclohexyl)-6-(2,2,2-trifluoro-ethoxy)-2-trifluoromethyl-nicotinamide), ClC1=CC=C(C=C1)B(O)O (4-chlorophenylboronic acid). The product is ClC1=CC=C(C=C1)C=1C(=NC(=C(C(=O)N[C@H]2[C@@H](CCCC2)O)C1)C(F)(F)F)OCC(F)(F)F (5-(4-Chloro-phenyl)-N-((1R,2R)-2-hydroxy-cyclohexyl)-6-(2,2,2-trifluoro-ethoxy)-2-trifluoromethyl-nicotinamide). As a reaction SMILES: Br[C:2]1[C:3]([O:22][CH2:23][C:24]([F:27])([F:26])[F:25])=[N:4][C:5]([C:18]([F:21])([F:20])[F:19])=[C:6]([CH:17]=1)[C:7]([NH:9][C@@H:10]1[CH2:15][CH2:14][CH2:13][CH2:12][C@H:11]1[OH:16])=[O:8].[Cl:28][C:29]1[CH:34]=[CH:33][C:32](B(O)O)=[CH:31][CH:30]=1>>[Cl:28][C:29]1[CH:34]=[CH:33][C:32]([C:2]2[C:3]([O:22][CH2:23][C:24]([F:26])([F:27])[F:25])=[N:4][C:5]([C:18]([F:21])([F:20])[F:19])=[C:6]([CH:17]=2)[C:7]([NH:9][C@@H:10]2[CH2:15][CH2:14][CH2:13][CH2:12][C@H:11]2[OH:16])=[O:8])=[CH:31][CH:30]=1. Procedure: The title compound was synthesized in analogy to Example 1d, using 5-bromo-N-((1R,2R)-2-hydroxy-cyclohexyl)-6-(2,2,2-trifluoro-ethoxy)-2-trifluoromethyl-nicotinamide and 4-chlorophenylboronic acid as starting materials, MS (ISP) 497.2 (M)+. Product: ClC=1C=CC(=C(C(=O)NCCC2=CC=C(C=C2)C(C(=O)OCC)C)C1)OCCOC (ethyl 2-{4-[2-(5-chloro-2-(2-methoxyethoxy)-benzamido)-ethyl]-phenyl}-propionate), ClC=1C=CC(=C(C(=O)NCCC2=CC=C(C=C2)C(C(=O)O)C)C1)OCCOC (2-{4-[2-(5-chloro-2-(2-methoxyethoxy)-benzamido)-ethyl]-phenyl}-propionic acid). Procedure details: In a manner analogous to that described in Example 11, by the reaction of ethyl 2-[4-(2-aminoethyl)-phenyl]-propionate hydrochloride with 5-chloro-2-(2-methoxyethoxy)-benzoyl chloride (m.p. 49°-51° C.), there is obtained, via ethyl 2-{4-[2-(5-chloro-2-(2-methoxyethoxy)-benzamido)-ethyl]-phenyl}-propionate (oil), 2-{4-[2-(5-chloro-2-(2-methoxyethoxy)-benzamido)-ethyl]-phenyl}-propionic acid; m.p. 94°-96° C., after recrystallization from isopropanol/water. Starting materials: Cl.NCCC1=CC=C(C=C1)C(C(=O)OCC)C (ethyl 2-[4-(2-aminoethyl)-phenyl]-propionate hydrochloride), ClC=1C=CC(=C(C(=O)Cl)C1)OCCOC (5-chloro-2-(2-methoxyethoxy)-benzoyl chloride). RXN SMILES: Cl.[NH2:2][CH2:3][CH2:4][C:5]1[CH:10]=[CH:9][C:8]([CH:11]([CH3:17])[C:12]([O:14][CH2:15][CH3:16])=[O:13])=[CH:7][CH:6]=1.[Cl:18][C:19]1[CH:20]=[CH:21][C:22]([O:28][CH2:29][CH2:30][O:31][CH3:32])=[C:23]([CH:27]=1)[C:24](Cl)=[O:25]>>[Cl:18][C:19]1[CH:20]=[CH:21][C:22]([O:28][CH2:29][CH2:30][O:31][CH3:32])=[C:23]([CH:27]=1)[C:24]([NH:2][CH2:3][CH2:4][C:5]1[CH:10]=[CH:9][C:8]([CH:11]([CH3:17])[C:12]([O:14][CH2:15][CH3:16])=[O:13])=[CH:7][CH:6]=1)=[O:25].[Cl:18][C:19]1[CH:20]=[CH:21][C:22]([O:28][CH2:29][CH2:30][O:31][CH3:32])=[C:23]([CH:27]=1)[C:24]([NH:2][CH2:3][CH2:4][C:5]1[CH:6]=[CH:7][C:8]([CH:11]([CH3:17])[C:12]([OH:14])=[O:13])=[CH:9][CH:10]=1)=[O:25] |f:0.1|. Starting materials: CCN=C=NCCCN(C)C, CN(C)c1ccncc1, O=C(O)CC(F)(F)F, CN(C)C=O, O, On1nnc2ccccc21, NC1CCC(n2nnc3cnc4[nH]ccc4c32)C1. Product: O=C(CC(F)(F)F)NC1CCC(n2nnc3cnc4[nH]ccc4c32)C1. Reaction SMILES: [CH3:37][CH2:38][N:39]=[C:40]=[N:41][CH2:42][CH2:43][CH2:44][N:45]([CH3:46])[CH3:47].[CH3:53][N:54]([c:55]1[cH:56][cH:57][n:58][cH:59][cH:60]1)[CH3:61].[F:19][C:20]([CH2:21][C:22](=[O:23])[OH:24])([F:25])[F:26].[O:48]=[CH:49][N:50]([CH3:51])[CH3:52].[OH2:62].[OH:27][n:28]1[c:29]2[c:30]([cH:31][cH:32][cH:33][cH:34]2)[n:35][n:36]1.[n:1]1([CH:13]2[CH2:14][CH:15]([NH2:18])[CH2:16][CH2:17]2)[n:2][n:3][c:4]2[cH:5][n:6][c:7]3[nH:8][cH:9][cH:10][c:11]3[c:12]12>>[n:1]1([CH:13]2[CH2:14][CH:15]([NH:18][C:22]([CH2:21][C:20]([F:19])([F:25])[F:26])=[O:23])[CH2:16][CH2:17]2)[n:2][n:3][c:4]2[cH:5][n:6][c:7]3[nH:8][cH:9][cH:10][c:11]3[c:12]12. The reactants are COCCOCCOCCO, O=C(Cl)OC(Cl)c1ccccc1, ClCCl, c1ccncc1. The product is COCCOCCOCCOC(=O)OC(Cl)c1ccccc1. As a reaction SMILES: [CH3:13][O:14][CH2:15][CH2:16][O:17][CH2:18][CH2:19][O:20][CH2:21][CH2:22][OH:23].[Cl:1][C:2](=[O:3])[O:4][CH:5]([c:6]1[cH:7][cH:8][cH:9][cH:10][cH:11]1)[Cl:12].[Cl:30][CH2:31][Cl:32].[cH:24]1[cH:25][cH:26][n:27][cH:28][cH:29]1>>[C:2](=[O:3])([O:4][CH:5]([c:6]1[cH:7][cH:8][cH:9][cH:10][cH:11]1)[Cl:12])[O:23][CH2:22][CH2:21][O:20][CH2:19][CH2:18][O:17][CH2:16][CH2:15][O:14][CH3:13]. The reactants are Ice, O.NN (hydrazine hydrate), ClC1=C(C=C(C=C1)F)CN=C=S (1-chloro-4-fluoro-2-(isothiocyanatomethyl)benzene). The solvent is O1CCOCC1 (1,4-dioxane), O1CCOCC1 (1,4-dioxane). Run at time 2 hour. The product is ClC1=C(CNC(=S)NN)C=C(C=C1)F (N-(2-chloro-5-fluorobenzyl)hydrazinecarbothioamide). As a reaction SMILES: O.[NH2:2][NH2:3].[Cl:4][C:5]1[CH:10]=[CH:9][C:8]([F:11])=[CH:7][C:6]=1[CH2:12][N:13]=[C:14]=[S:15]>O1CCOCC1>[Cl:4][C:5]1[CH:10]=[CH:9][C:8]([F:11])=[CH:7][C:6]=1[CH2:12][NH:13][C:14]([NH:2][NH2:3])=[S:15] |f:0.1|. Procedure: To a solution of hydrazine hydrate (80%, 13.4 g, 214 mmol) in 1,4-dioxane (100 mL) at 0° C. was added a solution of 1-chloro-4-fluoro-2-(isothiocyanatomethyl)benzene (26, 14.4 g, 71.6 mmol) in 1,4-dioxane (50 mL) The mixture was stirred at RT for 2 h. Ice cold water (300 mL) was added. The precipitated solid was collected by filtration, washed with water and dried over P2O5 overnight to provide N-(2-chloro-5-fluorobenzyl)hydrazinecarbothioamide (27). MS: m/z, 234 (100%, M+1), 236 (33%). Reactants: CC(C)(C)C(Cn1ccc(-c2ccc(C(F)(F)F)cc2)n1)OC(=O)Oc1ccc([N+](=O)[O-])cc1, O=C([O-])O, CCOCC, CCN(C(C)C)C(C)C, Cl, [Na+], C1COCCO1, CC(NC(=O)OC(C)(C)C)C(O)CNS(=O)(=O)c1ccccn1, CC(NC(=O)OC(C)(C)C)C(O)CNS(=O)(=O)c1ccccn1. Yields the product CC(NC(=O)OC(Cn1ccc(-c2ccc(C(F)(F)F)cc2)n1)C(C)(C)C)C(O)CNS(=O)(=O)c1ccccn1. As a reaction SMILES: [C:48]([O:49][CH:50]([C:51]([CH3:52])([CH3:53])[CH3:54])[CH2:55][n:56]1[n:57][c:58](-[c:61]2[cH:62][cH:63][c:64]([C:67]([F:68])([F:69])[F:70])[cH:65][cH:66]2)[cH:59][cH:60]1)([O:71][c:72]1[cH:73][cH:74][c:75]([N+:76]([O-:77])=[O:78])[cH:79][cH:80]1)=[O:81].[C:91](=[O:92])([OH:93])[O-:94].[CH3:102][CH2:103][O:104][CH2:105][CH3:106].[CH:82]([N:83]([CH:84]([CH3:85])[CH3:86])[CH2:87][CH3:88])([CH3:89])[CH3:90].[ClH:47].[Na+:95].[O:96]1[CH2:97][CH2:98][O:99][CH2:100][CH2:101]1.[OH:1][CH:2]([CH:3]([CH3:4])[NH:5][C:6](=[O:7])[O:8][C:9]([CH3:10])([CH3:11])[CH3:12])[CH2:13][NH:14][S:15](=[O:16])(=[O:17])[c:18]1[n:19][cH:20][cH:21][cH:22][cH:23]1.[OH:24][CH:25]([CH2:26][NH:27][S:28]([c:29]1[cH:30][cH:31][cH:32][cH:33][n:34]1)(=[O:35])=[O:36])[CH:37]([NH:38][C:39](=[O:40])[O:41][C:42]([CH3:43])([CH3:44])[CH3:45])[CH3:46]>>[OH:1][CH:2]([CH:3]([CH3:4])[NH:5][C:48]([O:49][CH:50]([C:51]([CH3:52])([CH3:53])[CH3:54])[CH2:55][n:56]1[n:57][c:58](-[c:61]2[cH:62][cH:63][c:64]([C:67]([F:68])([F:69])[F:70])[cH:65][cH:66]2)[cH:59][cH:60]1)=[O:81])[CH2:13][NH:14][S:15](=[O:16])(=[O:17])[c:18]1[n:19][cH:20][cH:21][cH:22][cH:23]1. Reactants: C(C1=CC=CC=C1)(=O)OC1=C(N=C(N(C1=O)C)C1(N(CCN(C1)C(=O)OC(C)(C)C)C(=O)OCC1=CC=CC=C1)C)C(=O)OC (1-Benzyl 4-tert-butyl 2-[5-(benzoyloxy)-4-(methoxycarbonyl)-1-methyl-6-oxo-1,6-dihydropyrimidin-2-yl]-2-methylpiperazine-1,4-dicarboxylate). Run in CCOC(=O)C (AcOEt), [Pd] (Pd/C). The product is C(C1=CC=CC=C1)(=O)OC1=C(N=C(N(C1=O)C)C1(NCCN(C1)C(=O)OC(C)(C)C)C)C(=O)OC (Methyl 5-(benzoyloxy)-2-[4-(tert-butoxycarbonyl)-2-methylpiperazin-2-yl]-1-methyl-6-oxo-1,6-dihydropyrimidine-4-carboxylate). RXN SMILES: [C:1]([O:9][C:10]1[C:15](=[O:16])[N:14]([CH3:17])[C:13]([C:18]2([CH3:41])[CH2:23][N:22]([C:24]([O:26][C:27]([CH3:30])([CH3:29])[CH3:28])=[O:25])[CH2:21][CH2:20][N:19]2C(OCC2C=CC=CC=2)=O)=[N:12][C:11]=1[C:42]([O:44][CH3:45])=[O:43])(=[O:8])[C:2]1[CH:7]=[CH:6][CH:5]=[CH:4][CH:3]=1>CCOC(C)=O.[Pd]>[C:1]([O:9][C:10]1[C:15](=[O:16])[N:14]([CH3:17])[C:13]([C:18]2([CH3:41])[CH2:23][N:22]([C:24]([O:26][C:27]([CH3:29])([CH3:30])[CH3:28])=[O:25])[CH2:21][CH2:20][NH:19]2)=[N:12][C:11]=1[C:42]([O:44][CH3:45])=[O:43])(=[O:8])[C:2]1[CH:7]=[CH:6][CH:5]=[CH:4][CH:3]=1. Procedure: 1-Benzyl 4-tert-butyl 2-[5-(benzoyloxy)-4-(methoxycarbonyl)-1-methyl-6-oxo-1,6-dihydropyrimidin-2-yl]-2-methylpiperazine-1,4-dicarboxylate was dissolved in AcOEt (20 ml/mmol) and hydrogenated at atm pressure on 10% (w/w) Pd/C over night. After filtration of the catalyst, solvent was evaporated to give crude product. Solvent: C(C)#N (acetonitrile). Yield: 42.4%. Run at temperature 90 celsius. Procedure: A mixture of 228 mg (2 mmol) of 2-amino-4-methylthiazoline and 1.03 g (5 mmol) of 5-bromomethyl-2-chloropyridine in 30 ml of acetonitrile was heated for 8 hours at 90° C. under refluxing. Then, the reaction mixture was cooled to the room temperature, and the solvent was removed under reduced pressure. The resulting residue was mixed with dichloromethane and saturated sodium hydrogen carbonate aqueous solution, and the organic layer was separated. The water layer was extracted with dichloromethan... As a reaction SMILES: [NH2:1][C:2]1[S:3][CH2:4][CH:5]([CH3:7])[N:6]=1.Br[CH2:9][C:10]1[CH:11]=[CH:12][C:13]([Cl:16])=[N:14][CH:15]=1>C(#N)C>[Cl:16][C:13]1[N:14]=[CH:15][C:10]([CH2:9][N:6]2[C:5]([CH3:7])=[CH:4][S:3][C:2]2=[N:1][CH2:9][C:10]2[CH:15]=[N:14][C:13]([Cl:16])=[CH:12][CH:11]=2)=[CH:11][CH:12]=1. Product: ClC1=CC=C(C=N1)CN1C(SC=C1C)=NCC=1C=NC(=CC1)Cl (3-(6-chloro-3-pyridyl)methyl-2-[(6-chloro-3-pyridyl)methyl]imino-4-methyl-2,3-dihydrothiazole). Reactants: NC=1SCC(N1)C (2-amino-4-methylthiazoline), BrCC=1C=CC(=NC1)Cl (5-bromomethyl-2-chloropyridine).